Dataset: the Open Reaction Database (ORD), a public repository of structured organic reaction records. Task: describe an organic reaction: reactants, conditions, products, and yield Reactants: N1=CC(=CC=C1)CN (pyridin-3-ylmethanamine), FC=1C=C(CN2C(N(C[C@H]2C)C=2SC(=C(N2)C)C(=O)O)=O)C=C(C1)F ((R)-2-(3-(3,5-difluorobenzyl)-4-methyl-2-oxoimidazolidin-1-yl)-4-methylthiazole-5-carboxylic acid), N1=C(C=CC=C1)CN (pyridin-2-ylmethanamine), FC1=CC=C(CN2C(N(C[C@@H]2C)C=2SC(=C(N2)C)C(=O)O)=O)C=C1 ((S)-2-(3-(4-fluorobenzyl)-4-methyl-2-oxoimidazolidin-1-yl)-4-methylthiazole-5-carboxylic acid). Yields the product FC=1C=C(CN2C(N(C[C@H]2C)C=2SC(=C(N2)C)C(=O)NCC2=NC=CC=C2)=O)C=C(C1)F ((R)-2-(3-(3,5-difluorobenzyl)-4-methyl-2-oxoimidazolidin-1-yl)-4-methyl-N-(pyridin-2-ylmethyl)thiazole-5-carboxamide). RXN SMILES: N1C=CC=C(CN)C=1.[N:9]1[CH:14]=[CH:13][CH:12]=[CH:11][C:10]=1[CH2:15][NH2:16].FC1C=CC(CN2[C@@H](C)CN(C3SC(C(O)=O)=C(C)N=3)C2=O)=CC=1.[F:41][C:42]1[CH:43]=[C:44]([CH:62]=[C:63]([F:65])[CH:64]=1)[CH2:45][N:46]1[C@H:50]([CH3:51])[CH2:49][N:48]([C:52]2[S:53][C:54]([C:58](O)=[O:59])=[C:55]([CH3:57])[N:56]=2)[C:47]1=[O:61]>>[F:65][C:63]1[CH:62]=[C:44]([CH:43]=[C:42]([F:41])[CH:64]=1)[CH2:45][N:46]1[C@H:50]([CH3:51])[CH2:49][N:48]([C:52]2[S:53][C:54]([C:58]([NH:16][CH2:15][C:10]3[CH:11]=[CH:12][CH:13]=[CH:14][N:9]=3)=[O:59])=[C:55]([CH3:57])[N:56]=2)[C:47]1=[O:61]. Reported procedure: Following the procedure as described in Example 2, making variations as required to replace pyridin-3-ylmethanamine with pyridin-2-ylmethanamine and replace (S)-2-(3-(4-fluorobenzyl)-4-methyl-2-oxoimidazolidin-1-yl)-4-methylthiazole-5-carboxylic acid with (R)-2-(3-(3,5-difluorobenzyl)-4-methyl-2-oxoimidazolidin-1-yl)-4-methylthiazole-5-carboxylic acid, the title compound was obtained as a white solid: mp 147-148° C.; 1H NMR (300 MHz, DMSO-d6) δ 8.55-8.50 (m, 2H), 7.79-7.73 (m, 1H), 7.31-7.24 (m,...